From a dataset of the Open Reaction Database (ORD), a public repository of structured organic reaction records. describe an organic reaction: reactants, conditions, products, and yield Starting materials: CC(C)(C)OC(=O)n1ccc2cc(Sc3ccc(C(=O)Nc4ccc(Br)cc4)cc3[N+](=O)[O-])ccc21, CCO, CCOC(C)=O, [Cl-], [Fe], [NH4+], O. The product is CC(C)(C)OC(=O)n1ccc2cc(Sc3ccc(C(=O)Nc4ccc(Br)cc4)cc3N)ccc21. Reaction SMILES: [C:1]([CH3:2])([CH3:3])([CH3:4])[O:5][C:6](=[O:7])[n:8]1[cH:9][cH:10][c:11]2[cH:12][c:13]([S:17][c:18]3[c:19]([N+:34]([O-:35])=[O:36])[cH:20][c:21]([C:24]([NH:25][c:26]4[cH:27][cH:28][c:29]([Br:32])[cH:30][cH:31]4)=[O:33])[cH:22][cH:23]3)[cH:14][cH:15][c:16]12.[CH3:40][CH2:41][OH:42].[CH3:43][CH2:44][O:45][C:46](=[O:47])[CH3:48].[Cl-:37].[Fe:49].[NH4+:38].[OH2:39]>>[C:1]([CH3:2])([CH3:3])([CH3:4])[O:5][C:6](=[O:7])[n:8]1[cH:9][cH:10][c:11]2[cH:12][c:13]([S:17][c:18]3[c:19]([NH2:34])[cH:20][c:21]([C:24]([NH:25][c:26]4[cH:27][cH:28][c:29]([Br:32])[cH:30][cH:31]4)=[O:33])[cH:22][cH:23]3)[cH:14][cH:15][c:16]12. Starting materials: ClC1=C(C(=O)O)C=CC=C1Cl (2,3-dichlorobenzoic acid), N1(CCOCC1)C(CN)C=1C=NC(=CC1)C(F)(F)F (2-morpholin-4-yl-2-(6-trifluoromethyl-pyridin-3-yl)-ethylamine). Product: ClC1=C(C(=O)NCC(C=2C=NC(=CC2)C(F)(F)F)N2CCOCC2)C=CC=C1Cl (2,3-Dichloro-N-[2-morpholino-2-[6-(trifluoromethyl)-3-pyridyl]ethyl]benzamide). RXN SMILES: [Cl:1][C:2]1[C:10]([Cl:11])=[CH:9][CH:8]=[CH:7][C:3]=1[C:4]([OH:6])=O.[N:12]1([CH:18]([C:21]2[CH:22]=[N:23][C:24]([C:27]([F:30])([F:29])[F:28])=[CH:25][CH:26]=2)[CH2:19][NH2:20])[CH2:17][CH2:16][O:15][CH2:14][CH2:13]1>>[Cl:1][C:2]1[C:10]([Cl:11])=[CH:9][CH:8]=[CH:7][C:3]=1[C:4]([NH:20][CH2:19][CH:18]([N:12]1[CH2:17][CH2:16][O:15][CH2:14][CH2:13]1)[C:21]1[CH:22]=[N:23][C:24]([C:27]([F:30])([F:28])[F:29])=[CH:25][CH:26]=1)=[O:6]. Reported procedure: From 2,3-dichlorobenzoic acid and 2-morpholin-4-yl-2-(6-trifluoromethyl-pyridin-3-yl)-ethylamine. Starting materials: COC=1C=C(CN2C(CC(CC2=O)O)CCC2C(C=CC3=CC(CC(C23)OC(C(CC)C)=O)C)C)C=CC1OC (2-methyl-butyric acid 8-(2-[1-(3,4-dimethyoxy-benzyl)-4-hydroxy-6-oxopiperidin-2-yl]-ethyl)-3,7-dimethyl-1,2,3,7,8,8a-hexahydro-naphthalen-1-yl ester). Run in C1CCOC1 (THF), C1(=CC=CC=C1)C (toluene). Conditions: time 3 hour. Yields the product COC=1C=C(CN2C(CC(CC2)O)CCC2C(C=CC3=CC(CC(C23)O)C)C)C=CC1OC (1-(3,4-Dimethoxy-benzyl)-2-[2-(8-hydroxy-2,6-dimethyl-1,2,6,7,8,8a-hexahydro-naphthalen-1-yl)-ethyl]-piperidin-4-ol). As a reaction SMILES: [CH3:1][O:2][C:3]1[CH:4]=[C:5]([CH:36]=[CH:37][C:38]=1[O:39][CH3:40])[CH2:6][N:7]1[C:12](=O)[CH2:11][CH:10]([OH:14])[CH2:9][CH:8]1[CH2:15][CH2:16][CH:17]1[CH:26]2[C:21](=[CH:22][CH:23]([CH3:34])[CH2:24][CH:25]2[O:27]C(=O)C(C)CC)[CH:20]=[CH:19][CH:18]1[CH3:35]>C1COCC1.C1(C)C=CC=CC=1>[CH3:1][O:2][C:3]1[CH:4]=[C:5]([CH:36]=[CH:37][C:38]=1[O:39][CH3:40])[CH2:6][N:7]1[CH2:12][CH2:11][CH:10]([OH:14])[CH2:9][CH:8]1[CH2:15][CH2:16][CH:17]1[CH:26]2[C:21](=[CH:22][CH:23]([CH3:34])[CH2:24][CH:25]2[OH:27])[CH:20]=[CH:19][CH:18]1[CH3:35]. Procedure details: To a solution of 600 mg (1.1 mmol) of 2-methyl-butyric acid 8-(2-[1-(3,4-dimethyoxy-benzyl)-4-hydroxy-6-oxopiperidin-2-yl]-ethyl)-3,7-dimethyl-1,2,3,7,8,8a-hexahydro-naphthalen-1-yl ester in 15 ml of THF at rt are added 2 ml of a 65% RedAl® solution in toluene. After 3 hours, the reaction is quenched by the addition of 1 ml of methanol. The organic phase is extracted twice with 15 ml of 2N HCl. The aqueous phases are combined, brought to pH 12 with 1N NaOH and extracted three times with ethyl ac... The reactants are NC1=C(C=C(C2=C1CCCO2)C(=O)N[C@@H]2[C@@H](CN(CC2)CCCN)OC)Cl (cis-5-amino-N-[1-(3-aminopropyl)-3-methoxy4-piperidinyl]-6-chloro-3,4-dihydro-2H-1-benzopyran-8-carboxamide), CSC1=NC=CC(=N1)O (2-methylthio-4-pyrimidinol). The solvent is C(C)#N (acetonitrile). Yields the product O.NC1=C(C=C(C2=C1CCCO2)C(=O)N[C@@H]2[C@@H](CN(CC2)CCCNC2=NC=CC(=N2)O)OC)Cl.NC2=C(C=C(C1=C2CCCO1)C(=O)N[C@@H]1[C@@H](CN(CC1)CCCNC1=NC=CC(=N1)O)OC)Cl (cis-5-amino-6-chloro-3,4-dihydro-N-[1-[3-[(4-hydroxy-2-pyrimidinyl)amino]propyl]-3-methoxy-4piperidinyl]-2H-1-benzopyran-8-carboxamide hemihydrate). The yield is 35.2%. Reaction SMILES: [NH2:1][C:2]1[C:7]2[CH2:8][CH2:9][CH2:10][O:11][C:6]=2[C:5]([C:12]([NH:14][C@H:15]2[CH2:20][CH2:19][N:18]([CH2:21][CH2:22][CH2:23][NH2:24])[CH2:17][C@H:16]2[O:25][CH3:26])=[O:13])=[CH:4][C:3]=1[Cl:27].CS[C:30]1[N:35]=[C:34]([OH:36])[CH:33]=[CH:32][N:31]=1>C(#N)C>[OH2:11].[NH2:1][C:2]1[C:7]2[CH2:8][CH2:9][CH2:10][O:11][C:6]=2[C:5]([C:12]([NH:14][C@H:15]2[CH2:20][CH2:19][N:18]([CH2:21][CH2:22][CH2:23][NH:24][C:30]3[N:35]=[C:34]([OH:36])[CH:33]=[CH:32][N:31]=3)[CH2:17][C@H:16]2[O:25][CH3:26])=[O:13])=[CH:4][C:3]=1[Cl:27].[NH2:1][C:2]1[C:7]2[CH2:8][CH2:9][CH2:10][O:11][C:6]=2[C:5]([C:12]([NH:14][C@H:15]2[CH2:20][CH2:19][N:18]([CH2:21][CH2:22][CH2:23][NH:24][C:30]3[N:35]=[C:34]([OH:36])[CH:33]=[CH:32][N:31]=3)[CH2:17][C@H:16]2[O:25][CH3:26])=[O:13])=[CH:4][C:3]=1[Cl:27] |f:3.4.5|. Procedure details: A mixture of 5 parts of cis-5-amino-N-[1-(3-aminopropyl)-3-methoxy4-piperidinyl]-6-chloro-3,4-dihydro-2H-1-benzopyran-8-carboxamide, 3.2 parts of 2-methylthio-4-pyrimidinol and 79 parts of acetonitrile was stirred over weekend at reflux temperature. The reaction mixture was evaporated and the residue was partitioned between dichloromethane and ammonia (aq.). The aqueous layer was separated and re-extracted with dichloromethane (2×). The combined dichloromethane layers were dried, filtered and ev... Reaction SMILES: [CH2:26]1[O:27][CH2:28][CH2:29][CH2:30]1.[CH3:1][O:2][c:3]1[cH:4][c:5]([CH2:6][CH:7]2[CH2:8][CH2:9][c:10]3[nH:11][c:12]([C:15](=[O:16])[O:17][CH3:18])[cH:13][c:14]32)[cH:19][cH:20][cH:21]1.[CH3:24][OH:25].[Li+:22].[OH-:23]>>[CH3:1][O:2][c:3]1[cH:4][c:5]([CH2:6][CH:7]2[CH2:8][CH2:9][c:10]3[nH:11][c:12]([C:15](=[O:16])[OH:17])[cH:13][c:14]32)[cH:19][cH:20][cH:21]1. The product is COc1cccc(CC2CCc3[nH]c(C(=O)O)cc32)c1. Starting materials: C1CCOC1, COC(=O)c1cc2c([nH]1)CCC2Cc1cccc(OC)c1, CO, [Li+], [OH-]. The product is [Br-], c1ccc(C[P+](c2ccccc2)(c2ccccc2)c2ccccc2)cc1. As a reaction SMILES: [CH3:37][c:38]1[cH:39][cH:40][cH:41][cH:42][cH:43]1.[Cl:9][c:10]1[cH:11][cH:12][cH:13][cH:14][c:15]1[CH2:16][Br:17].[c:18]1([P:24]([c:25]2[cH:26][cH:27][cH:28][cH:29][cH:30]2)[c:31]2[cH:32][cH:33][cH:34][cH:35][cH:36]2)[cH:19][cH:20][cH:21][cH:22][cH:23]1.[c:1]1([CH2:7][Br:8])[cH:2][cH:3][cH:4][cH:5][cH:6]1>>[Br-:8].[c:1]1([CH2:7][P+:24]([c:18]2[cH:19][cH:20][cH:21][cH:22][cH:23]2)([c:25]2[cH:26][cH:27][cH:28][cH:29][cH:30]2)[c:31]2[cH:32][cH:33][cH:34][cH:35][cH:36]2)[cH:2][cH:3][cH:4][cH:5][cH:6]1. The reactants are Cc1ccccc1, Clc1ccccc1CBr, c1ccc(P(c2ccccc2)c2ccccc2)cc1, BrCc1ccccc1. Reactants: ClC1=C(C1(Cl)Cl)Cl (1,2,3,3-tetrachlorocyclopropene), O1C=CC=C1 (furan). Run in C1(=CC=CC=C1)C (toluene). Yields the product ClC=1C2C=CC(C(C1Cl)(Cl)Cl)O2 (2,3,4,4-tetrachloro-8-oxa-bicyclo[3.2.1]octa-2,6-diene). Reaction SMILES: [Cl:1][C:2]1[C:4]([Cl:6])([Cl:5])[C:3]=1[Cl:7].[O:8]1[CH:12]=[CH:11][CH:10]=[CH:9]1>C1(C)C=CC=CC=1>[Cl:1][C:2]1[CH:9]2[O:8][CH:12]([C:4]([Cl:6])([Cl:5])[C:3]=1[Cl:7])[CH:11]=[CH:10]2. Procedure: A stirred mixture of 1,2,3,3-tetrachlorocyclopropene (60 g) and furan (22.97 g) in dry toluene (600 ml) was heated to reflux for 30 hours. The solvent was evaporated under reduced pressure to afford the required product, 75.4 g. 1H NMR (CDCl3) δ: 6.90 (1H, dd), 6.45 (1H, dd), 5.41 (1H, d), 4.93 (1H, d). Yields the product C1(CC1)N(C(OC(C)(C)C)=O)CC1=C(C=C(C(=C1)OCCCOC)OC)C (tert-butyl cyclopropyl[4-methoxy-5-(3-methoxypropoxy)-2-methylbenzyl]carbamate). Reported procedure: A mixture of tert-butyl [2-bromo-4-methoxy-5-(3-methoxypropoxy)benzyl]cyclopropylcarbamate (200 mg), trimethylboroxin (94 μL), tris(dibenzylideneacetone)dipalladium (8.2 mg), 2-dicyclohexylphosphino-2′,4′,6′-triisopropyl-1,1′-biphenyl (X-phos) (21.5 mg) and potassium phosphate (191 mg) in dioxane (7.0 ml) was stirred under argon atmosphere at 100° C. for 23 hours. After being stand to cool, water was added to the reaction mixture and the mixture was extracted with ethyl acetate. The organic laye... Run in O1CCOCC1 (dioxane), O (water). Reaction conditions: temperature 100 celsius, time 23 hour. Reaction SMILES: Br[C:2]1[CH:19]=[C:18]([O:20][CH3:21])[C:17]([O:22][CH2:23][CH2:24][CH2:25][O:26][CH3:27])=[CH:16][C:3]=1[CH2:4][N:5]([CH:13]1[CH2:15][CH2:14]1)[C:6](=[O:12])[O:7][C:8]([CH3:11])([CH3:10])[CH3:9].[CH3:28]B1OB(C)OB(C)O1.C1(P(C2CCCCC2)C2C=CC=CC=2C2C(C(C)C)=CC(C(C)C)=CC=2C(C)C)CCCCC1.P([O-])([O-])([O-])=O.[K+].[K+].[K+]>O1CCOCC1.C1C=CC(/C=C/C(/C=C/C2C=CC=CC=2)=O)=CC=1.C1C=CC(/C=C/C(/C=C/C2C=CC=CC=2)=O)=CC=1.C1C=CC(/C=C/C(/C=C/C2C=CC=CC=2)=O)=CC=1.[Pd].[Pd].O>[CH:13]1([N:5]([CH2:4][C:3]2[CH:16]=[C:17]([O:22][CH2:23][CH2:24][CH2:25][O:26][CH3:27])[C:18]([O:20][CH3:21])=[CH:19][C:2]=2[CH3:28])[C:6](=[O:12])[O:7][C:8]([CH3:11])([CH3:10])[CH3:9])[CH2:15][CH2:14]1 |f:3.4.5.6,8.9.10.11.12|. The reactants are BrC1=C(CN(C(OC(C)(C)C)=O)C2CC2)C=C(C(=C1)OC)OCCCOC (tert-butyl [2-bromo-4-methoxy-5-(3-methoxypropoxy)benzyl]cyclopropylcarbamate), CB1OB(OB(O1)C)C (trimethylboroxin), C1(CCCCC1)P(C1=C(C=CC=C1)C1=C(C=C(C=C1C(C)C)C(C)C)C(C)C)C1CCCCC1 (2-dicyclohexylphosphino-2′,4′,6′-triisopropyl-1,1′-biphenyl), P(=O)([O-])([O-])[O-].[K+].[K+].[K+] (potassium phosphate). The reagents and catalysts are C=1C=CC(=CC1)/C=C/C(=O)/C=C/C2=CC=CC=C2.C=1C=CC(=CC1)/C=C/C(=O)/C=C/C2=CC=CC=C2.C=1C=CC(=CC1)/C=C/C(=O)/C=C/C2=CC=CC=C2.[Pd].[Pd] (tris(dibenzylideneacetone)dipalladium). Reaction SMILES: C[O:2][C:3](=[O:34])[C@H:4]([CH2:30][CH:31]([CH3:33])[CH3:32])[NH:5][C:6](=[O:29])[C@H:7]([CH2:23][C:24]1[N:28]=[CH:27][NH:26][CH:25]=1)[NH:8][C:9](=[O:22])[CH2:10][NH:11][C:12]([O:14]CC1C=CC=CC=1)=O.Br.[C:36]([OH:39])(=O)[CH3:37]>>[OH:39][C:36]1[CH:37]=[CH:31][C:30]([C:12](=[O:14])[NH:11][CH2:10][C:9]([NH:8][C@H:7]([C:6]([NH:5][C@H:4]([C:3]([OH:2])=[O:34])[CH2:30][CH:31]([CH3:32])[CH3:33])=[O:29])[CH2:23][C:24]2[N:28]=[CH:27][NH:26][CH:25]=2)=[O:22])=[CH:4][CH:3]=1. Reaction conditions: time 1 hour. Product: OC1=CC=C(C(NCC(=O)N[C@@H](CC2=CNC=N2)C(=O)N[C@@H](CC(C)C)C(=O)O)=O)C=C1 (p-hydroxyhippuryl-L-histidyl-L-leucine). Procedure: 20 g of carbobenzoxyglycyl-L-histidyl-L-leucine methyl ester is added to 100 ml of 25% HBr solution in acetic acid and this mixture is stirred for one hour to split off the carbobenzoxy group, and then 2000 ml of absolute ether is added. The precipitate thus produced is filtered off and washed with ethyl ether and dried in a desiccator. Reactants: COC([C@@H](NC([C@@H](NC(CNC(=O)OCC1=CC=CC=C1)=O)CC1=CNC=N1)=O)CC(C)C)=O (carbobenzoxyglycyl-L-histidyl-L-leucine methyl ester), Br (HBr), C(C)(=O)O (acetic acid).